Task: describe an organic reaction: reactants, conditions, products, and yield. Dataset: the Open Reaction Database (ORD), a public repository of structured organic reaction records The reactants are COC1=CC=C(C=C1)S(=O)(=O)C1=C(OC2=C1C=CC=C2)C2=CC=CC=C2 (3-(4-Methoxyphenylsulfonyl)-2-phenylbenzofuran), Cl.N1=CC=CC=C1 (pyridine hydrochloride), ice. Product: OC1=CC=C(C=C1)S(=O)(=O)C1=C(OC2=C1C=CC=C2)C2=CC=CC=C2 (3-(4-hydroxyphenylsulfonyl)-2-phenylbenzofuran). Reaction SMILES: C[O:2][C:3]1[CH:8]=[CH:7][C:6]([S:9]([C:12]2[C:16]3[CH:17]=[CH:18][CH:19]=[CH:20][C:15]=3[O:14][C:13]=2[C:21]2[CH:26]=[CH:25][CH:24]=[CH:23][CH:22]=2)(=[O:11])=[O:10])=[CH:5][CH:4]=1.Cl.N1C=CC=CC=1>>[OH:2][C:3]1[CH:4]=[CH:5][C:6]([S:9]([C:12]2[C:16]3[CH:17]=[CH:18][CH:19]=[CH:20][C:15]=3[O:14][C:13]=2[C:21]2[CH:22]=[CH:23][CH:24]=[CH:25][CH:26]=2)(=[O:11])=[O:10])=[CH:7][CH:8]=1 |f:1.2|. Procedure details: 3-(4-Methoxyphenylsulfonyl)-2-phenylbenzofuran (1.9 g.) was combined with 12 g. of freshly distilled pyridine hydrochloride and heated at 210° for 3.5 hours. The hot mixture was poured onto an ice-dilute hydrochloric acid mixture and the precipitate formed was collected by filtration and dissolved in chloroform. The chloroform solution was extracted three times with water and then with a saturated sodium chloride solution, refluxed with decolorizing charcoal, filtered and dried (MgSO4). Evaporat... The reactants are COC(=O)c1ccc(OCCn2c(-c3cccnc3)c(C)c3cc(C#N)ccc32)cc1, CO, Cl, [Li+], [OH-]. Yields the product Cc1c(-c2cccnc2)n(CCOc2ccc(C(=O)O)cc2)c2ccc(C#N)cc12. RXN SMILES: [CH3:1][O:2][C:3]([c:4]1[cH:5][cH:6][c:7]([O:10][CH2:11][CH2:12][n:13]2[c:14](-[c:25]3[cH:26][n:27][cH:28][cH:29][cH:30]3)[c:15]([CH3:24])[c:16]3[cH:17][c:18]([C:22]#[N:23])[cH:19][cH:20][c:21]23)[cH:8][cH:9]1)=[O:31].[CH3:35][OH:36].[ClH:34].[Li+:32].[OH-:33]>>[O:2]=[C:3]([c:4]1[cH:5][cH:6][c:7]([O:10][CH2:11][CH2:12][n:13]2[c:14](-[c:25]3[cH:26][n:27][cH:28][cH:29][cH:30]3)[c:15]([CH3:24])[c:16]3[cH:17][c:18]([C:22]#[N:23])[cH:19][cH:20][c:21]23)[cH:8][cH:9]1)[OH:31]. Reactants: CC1=C(C=C(N)C=C1)N1C=CN2N=C(C=C21)C=2C=NC=CC2 (4-Methyl-3-[6-(pyridin-3-yl)-1H-imidazo[1,2-b]pyrazol-1-yl]aniline), OCC=1C=C(C(=O)O)C=C(C1)S(F)(F)(F)(F)F (3-(Hydroxymethyl)-5-(pentafluoro-λ6-sulphanyl)benzoic acid). Product: OCC=1C=C(C(=O)NC2=CC(=C(C=C2)C)N2C=CN3N=C(C=C32)C=3C=NC=CC3)C=C(C1)S(F)(F)(F)(F)F (3-(Hydroxymethyl)-N-{4-methyl-3-[6-(pyridin-3-yl)-1H-imidazo[1,2-b]pyrazol-1-yl]phenyl}-5-(pentafluoro-λ6-sulphanyl)benzamide). Reaction SMILES: [CH3:1][C:2]1[CH:8]=[CH:7][C:5]([NH2:6])=[CH:4][C:3]=1[N:9]1[C:16]2[N:12]([N:13]=[C:14]([C:17]3[CH:18]=[N:19][CH:20]=[CH:21][CH:22]=3)[CH:15]=2)[CH:11]=[CH:10]1.[OH:23][CH2:24][C:25]1[CH:26]=[C:27]([CH:31]=[C:32]([S:34]([F:39])([F:38])([F:37])([F:36])[F:35])[CH:33]=1)[C:28](O)=[O:29]>>[OH:23][CH2:24][C:25]1[CH:26]=[C:27]([CH:31]=[C:32]([S:34]([F:39])([F:35])([F:36])([F:37])[F:38])[CH:33]=1)[C:28]([NH:6][C:5]1[CH:7]=[CH:8][C:2]([CH3:1])=[C:3]([N:9]2[C:16]3[N:12]([N:13]=[C:14]([C:17]4[CH:18]=[N:19][CH:20]=[CH:21][CH:22]=4)[CH:15]=3)[CH:11]=[CH:10]2)[CH:4]=1)=[O:29]. Procedure: 62 mg (0.21 mmol) of the compound of Example 6A and 60 mg (0.21 mmol) of the compound of Example 37A were reacted and worked up analogously to the procedure of Example 16. The product obtained in this manner was re-purified by preparative HPLC (Method 15). The product-containing fractions were combined and concentrated under reduced pressure, and the residue was dissolved in ethyl acetate and washed successively with saturated potassium carbonate solution and saturated sodium chloride solution. ... The reactants are CO, COC(=O)c1ccc(C(F)F)s1, [Na+], [OH-]. Product: O=C(O)c1ccc(C(F)F)s1. As a reaction SMILES: [CH3:15][OH:16].[CH3:1][O:2][C:3](=[O:4])[c:5]1[s:6][c:7]([CH:10]([F:11])[F:12])[cH:8][cH:9]1.[Na+:14].[OH-:13]>>[O:2]=[C:3]([OH:4])[c:5]1[s:6][c:7]([CH:10]([F:11])[F:12])[cH:8][cH:9]1. The reactants are COC(C1=CC(=C(C=C1)NC1CCC1)N)=O (3-amino-4-cyclobutylamino-benzoic acid methyl ester), C(=O)(Cl)Cl (phosgene), solution. Run in ClCCl (dichloromethane), C1(=CC=CC=C1)C (toluene), O (water). Conditions: time 2 hour. The product is COC(=O)C1=CC2=C(N(C(N2)=O)C2CCC2)C=C1 (1-cyclobutyl-2-oxo-2,3-dihydro-1H-benzoimidazole-5-carboxylic acid methyl ester). RXN SMILES: [CH3:1][O:2][C:3](=[O:16])[C:4]1[CH:9]=[CH:8][C:7]([NH:10][CH:11]2[CH2:14][CH2:13][CH2:12]2)=[C:6]([NH2:15])[CH:5]=1.[C:17](Cl)(Cl)=[O:18]>ClCCl.C1(C)C=CC=CC=1.O>[CH3:1][O:2][C:3]([C:4]1[CH:9]=[CH:8][C:7]2[N:10]([CH:11]3[CH2:14][CH2:13][CH2:12]3)[C:17](=[O:18])[NH:15][C:6]=2[CH:5]=1)=[O:16]. Procedure: To a solution of 3-amino-4-cyclobutylamino-benzoic acid methyl ester (15.94 g, 72.3 mmol) in dichloromethane (250 ml) at 23 C was added phosgene (38.3 ml of a 20% solution in toluene) dropwise over 30 minutes. The reaction was allowed to stand for 2 hours then was diluted with water and extracted with ethyl acetate. The organic layer was dried with sodium sulfate and concentrated in vacuo to give 17.01 g of 1-cyclobutyl-2-oxo-2,3-dihydro-1H-benzoimidazole-5-carboxylic acid methyl ester. Yields the product COc1cc(CCCCC(=O)C2NC3C=CC2C3)cc(OC)c1OC. As a reaction SMILES: [CH2:21]1[CH:22]=[CH:23][CH:24]=[CH:25]1.[CH3:1][O:2][c:3]1[cH:4][c:5]([CH2:13][CH2:14][CH2:15][CH2:16][C:17]([CH:18]=[O:19])=[O:20])[cH:6][c:7]([O:11][CH3:12])[c:8]1[O:9][CH3:10].[Cl-:26].[NH4+:27].[OH2:28]>>[CH3:1][O:2][c:3]1[cH:4][c:5]([CH2:13][CH2:14][CH2:15][CH2:16][C:17]([CH:18]2[CH:21]3[CH2:22][CH:23]([CH:24]=[CH:25]3)[NH:27]2)=[O:20])[cH:6][c:7]([O:11][CH3:12])[c:8]1[O:9][CH3:10]. The reactants are C1=CCC=C1, COc1cc(CCCCC(=O)C=O)cc(OC)c1OC, [Cl-], [NH4+], O. Reactants: C(C)(C)(C)OC(=O)N1CCC(CC1)N (4-amino-piperidine-1-carboxylic acid tert-butyl ester), C(C)N(C(C)C)C(C)C (N-ethyl diisopropylamine), ClC1=NC(=C(C(=N1)Cl)Cl)Cl (2,4,5,6-tetrachloro-pyrimidine). The solvent is C(C)#N (acetonitrile). Product: C(C)(C)(C)OC(=O)N1CCC(CC1)NC1=NC(=NC(=C1Cl)Cl)Cl (4-(2,5,6-Trichloro-pyrimidin-4-ylamino)-piperidine-1-carboxylic acid tert-butyl ester). As a reaction SMILES: [Cl:1][C:2]1[N:7]=[C:6](Cl)[C:5]([Cl:9])=[C:4]([Cl:10])[N:3]=1.[C:11]([O:15][C:16]([N:18]1[CH2:23][CH2:22][CH:21]([NH2:24])[CH2:20][CH2:19]1)=[O:17])([CH3:14])([CH3:13])[CH3:12].C(N(C(C)C)C(C)C)C>C(#N)C>[C:11]([O:15][C:16]([N:18]1[CH2:23][CH2:22][CH:21]([NH:24][C:6]2[C:5]([Cl:9])=[C:4]([Cl:10])[N:3]=[C:2]([Cl:1])[N:7]=2)[CH2:20][CH2:19]1)=[O:17])([CH3:14])([CH3:12])[CH3:13]. Reported procedure: A solution of 2,4,5,6-tetrachloro-pyrimidine (1.67 g, 7.68 mmol, 1.0 equiv; commercially available), 4-amino-piperidine-1-carboxylic acid tert-butyl ester (2.0 g, 10.0 mmol, 1.3 equiv) and N-ethyl diisopropylamine (3.0 mL, 2.3 g, 17.7 mmol, 2.3 equiv) in acetonitrile (16 mL) was heated by microwave irradiation to 160° C. for 20 min. The reaction mixture was concentrated under reduced pressure and the crude material purified by silica column chromatography using a MPLC system (CombiFlash Companio... Procedure details: This compound is prepared by the procedure described in EXAMPLE 45 from 1.2 g of the compound obtained in step C of EXAMPLE 37, 1.4 g of 4-phenyl-4-(pyrrolidin-1-ylcarbonylamino)piperidine benzenesulfonate, 1.2 g of K2CO3 and 2 ml of DMF to give 0.3 g of the expected product. M.p.=163-168° C. The yield is 47.3%. Starting materials: O.Cl.C(C1=CC=CC=C1)(=O)N1CC(OCC1)(CCN1CCC(CC1)(C1=CC=CC=C1)NC(=O)N(C)C)C1=CC(=C(C=C1)F)F.C(C1=CC=CC=C1)(=O)N1CC(OCC1)(C1=CC(=C(C=C1)F)F)CCN1CCC(CC1)(NC(=O)N(C)C)C1=CC=CC=C1.Cl (4-Benzoyl-2-(3,4-difluorophenyl)-2-[2-[4-(N′,N′-dimethylureido)-4-phenylpiperid-1-yl]ethyl]morpholine hydrochloride hemihydrate), C1(=CC=CC=C1)S(=O)(=O)O.C1(=CC=CC=C1)C1(CCNCC1)NC(=O)N1CCCC1 (4-phenyl-4-(pyrrolidin-1-ylcarbonylamino)piperidine benzenesulfonate), C(=O)([O-])[O-].[K+].[K+] (K2CO3). Yields the product O.Cl.C(C1=CC=CC=C1)(=O)N1CC(OCC1)(CCN1CCC(CC1)(NC(=O)N1CCCC1)C1=CC=CC=C1)C1=CC(=C(C=C1)F)F (4-Benzoyl-2-(3,4-difluorophenyl)-2-[2-[4-phenyl-4-(pyrrolidin-1-ylcarbonylamino)piperid-1-yl]-ethyl]morpholine hydrochloride monohydrate). Reaction SMILES: O.[ClH:2].[C:3](N1CCOC(C2C=CC(F)=C(F)C=2)(CCN2CCC(NC(N(C)C)=O)(C3C=CC=CC=3)CC2)C1)(=[O:10])[C:4]1C=CC=CC=1.[C:45]([N:53]1[CH2:58][CH2:57][O:56][C:55]([CH2:67][CH2:68][N:69]2[CH2:74][CH2:73][C:72]([C:81]3[CH:86]=[CH:85][CH:84]=[CH:83][CH:82]=3)([NH:75][C:76]([N:78]([CH3:80])[CH3:79])=[O:77])[CH2:71][CH2:70]2)([C:59]2[CH:64]=[CH:63][C:62]([F:65])=[C:61]([F:66])[CH:60]=2)[CH2:54]1)(=[O:52])[C:46]1[CH:51]=[CH:50][CH:49]=[CH:48][CH:47]=1.Cl.C1(S(O)(=O)=O)C=CC=CC=1.C1(C2(NC(N3CCCC3)=O)CCNCC2)C=CC=CC=1.C([O-])([O-])=O.[K+].[K+]>CN(C=O)C>[OH2:10].[ClH:2].[C:45]([N:53]1[CH2:58][CH2:57][O:56][C:55]([C:59]2[CH:64]=[CH:63][C:62]([F:65])=[C:61]([F:66])[CH:60]=2)([CH2:67][CH2:68][N:69]2[CH2:74][CH2:73][C:72]([C:81]3[CH:82]=[CH:83][CH:84]=[CH:85][CH:86]=3)([NH:75][C:76]([N:78]3[CH2:80][CH2:4][CH2:3][CH2:79]3)=[O:77])[CH2:71][CH2:70]2)[CH2:54]1)(=[O:52])[C:46]1[CH:51]=[CH:50][CH:49]=[CH:48][CH:47]=1 |f:0.1.2.3.4,5.6,7.8.9,11.12.13|. Solvent: CN(C)C=O (DMF).